From a dataset of the Open Reaction Database (ORD), a public repository of structured organic reaction records. describe an organic reaction: reactants, conditions, products, and yield Reaction conditions: time 2 hour. Reaction SMILES: [F:1][C:2]1[C:7]([F:8])=[CH:6][CH:5]=[CH:4][C:3]=1[C@@H:9]1[CH2:19][C@@H:18]([OH:20])[C@@H:17]([OH:21])[C:12]2=[N:13][CH:14]=[CH:15][CH:16]=[C:11]2[CH2:10]1.N1([C:27]([N:29]2[CH2:34][CH2:33][CH:32]([N:35]3[C:43]4[C:38](=[N:39][CH:40]=[CH:41][CH:42]=4)[NH:37][C:36]3=[O:44])[CH2:31][CH2:30]2)=[O:28])C=CN=C1.CC(C)([O-])C.[K+]>O1CCCC1>[O:44]=[C:36]1[NH:37][C:38]2=[N:39][CH:40]=[CH:41][CH:42]=[C:43]2[N:35]1[CH:32]1[CH2:31][CH2:30][N:29]([C:27]([O:21][C@H:17]2[C:12]3=[N:13][CH:14]=[CH:15][CH:16]=[C:11]3[CH2:10][C@H:9]([C:3]3[CH:4]=[CH:5][CH:6]=[C:7]([F:8])[C:2]=3[F:1])[CH2:19][C@H:18]2[OH:20])=[O:28])[CH2:34][CH2:33]1 |f:2.3|. Run in O1CCCC1 (tetrahydrofuran). Procedure details: In an oven-dried 100 mL round-bottom flask was dissolved (6S,8R,9S)-6-(2,3-difluorophenyl)-6,7,8,9-tetrahydro-5H-cyclohepta[b]pyridine-8,9-diol (61 mg, 0.209 mmol) (azeotroped with dry benzene) and 1-(1-(1H-imidazole-1-carbonyl)piperidin-4-yl)-1H-imidazo[4,5-b]pyridin-2(3H)-one (65.4 mg, 0.209 mmol) in tetrahydrofuran (2 mL) to give a colorless solution under nitrogen. After cooling to 0° C. (ice bath), potassium t-butoxide (1M in tetrahydrofuran, 0.754 mL, 0.754 mmol) was added dropwise, and th... The yield is 14.3%. The product is O=C1N(C=2C(=NC=CC2)N1)C1CCN(CC1)C(=O)O[C@@H]1[C@@H](C[C@H](CC=2C1=NC=CC2)C2=C(C(=CC=C2)F)F)O ((6S,8R,9S)-6-(2,3-difluorophenyl)-8-hydroxy-6,7,8,9-tetrahydro-5H-cyclohepta[b]pyridin-9-yl 4-(2-oxo-2,3-dihydro-1H-imidazo[4,5-b]pyridin-1-yl)piperidine-1-carboxylate). Reactants: N1(C=NC=C1)C(=O)N1CCC(CC1)N1C(NC2=NC=CC=C21)=O (1-(1-(1H-imidazole-1-carbonyl)piperidin-4-yl)-1H-imidazo[4,5-b]pyridin-2(3H)-one), FC1=C(C=CC=C1F)[C@H]1CC=2C(=NC=CC2)[C@@H]([C@@H](C1)O)O ((6S,8R,9S)-6-(2,3-difluorophenyl)-6,7,8,9-tetrahydro-5H-cyclohepta[b]pyridine-8,9-diol), N1(C=NC=C1)C(=O)N1CCC(CC1)N1C(NC2=NC=CC=C21)=O (1-(1-(1H-imidazole-1-carbonyl)piperidin-4-yl)-1H-imidazo[4,5-b]pyridin-2(3H)-one), CC(C)([O-])C.[K+] (potassium t-butoxide). Reactants: O1CCOC12CCC(CC2)=O (1,4-dioxaspiro[4.5]decan-8-one), FC1=CC=C(C=C1)[Mg]Cl (4-fluorophenylmagnesium chloride), CN(C1(CCC2(CCNCC2)CC1)C1=CC=CC=C1)C (N,N-dimethyl-9-phenyl-3-azaspiro[5.5]undecan-9-amine). The product is FC=1C=C(C=CC1)C1(CCC2(OCCO2)CC1)N(C)C (8-(3-Fluorophenyl)-N,N-dimethyl-1,4-dioxaspiro[4.5]decan-8-amine). Reaction SMILES: [O:1]1[C:5]2([CH2:10][CH2:9][C:8](=O)[CH2:7][CH2:6]2)[O:4][CH2:3][CH2:2]1.[F:12][C:13]1[CH:18]=[CH:17][C:16]([Mg]Cl)=[CH:15][CH:14]=1.[CH3:21][N:22](C)[C:23]1(C2C=CC=CC=2)CCC2(CCNCC2)CC1>>[F:12][C:13]1[CH:18]=[C:17]([C:8]2([N:22]([CH3:23])[CH3:21])[CH2:9][CH2:10][C:5]3([O:4][CH2:3][CH2:2][O:1]3)[CH2:6][CH2:7]2)[CH:16]=[CH:15][CH:14]=1. Reported procedure: The reaction was performed starting from 1,4-dioxaspiro[4.5]decan-8-one and 4-fluorophenylmagnesium chloride (1 M in hexane) in an analogous manner to stage 1 amine (A1).